Dataset: the Open Reaction Database (ORD), a public repository of structured organic reaction records. Task: describe an organic reaction: reactants, conditions, products, and yield Starting materials: BrC1=C(C=C(C=O)C=C1)[N+](=O)[O-] (4-bromo-3-nitrobenzaldehyde), ON (hydroxyamine), O (water). Solvent: CO (methanol). The product is BrC1=C(C=C(C=NO)C=C1)[N+](=O)[O-] (4-bromo-3-nitrobenzaldoxime). As a reaction SMILES: [Br:1][C:2]1[CH:9]=[CH:8][C:5]([CH:6]=O)=[CH:4][C:3]=1[N+:10]([O-:12])=[O:11].[OH2:13].O[NH2:15]>CO>[Br:1][C:2]1[CH:9]=[CH:8][C:5]([CH:6]=[N:15][OH:13])=[CH:4][C:3]=1[N+:10]([O-:12])=[O:11]. Procedure details: In a solution of 5.0 g of 4-bromo-3-nitrobenzaldehyde in 50 ml of methanol, 3.6 ml of 50% hydroxyamine aqueous solution was added with stirring at room temperature, and continued to stir at the same temperature for 18 hours. After the completion of the reaction, 60 ml of water was added in the reaction mixture, and precipitated solid was filtered off, washed with water and then dried to obtain 5.0 g of the aimed product as yellow crystal. Starting materials: O=C(NCC(=O)N1CCN(C(=O)c2ccccc2C(F)(F)F)CC1)c1ccc(Oc2ccc(OCc3ccccc3)cc2)cc1, CO, [H][H]. Yields the product O=C(NCC(=O)N1CCN(C(=O)c2ccccc2C(F)(F)F)CC1)c1ccc(Oc2ccc(O)cc2)cc1. Reaction SMILES: [CH2:1]([c:2]1[cH:3][cH:4][cH:5][cH:6][cH:7]1)[O:8][c:9]1[cH:10][cH:11][c:12]([O:13][c:14]2[cH:15][cH:16][c:17]([C:18](=[O:19])[NH:20][CH2:21][C:22]([N:23]3[CH2:24][CH2:25][N:26]([C:29]([c:30]4[c:31]([C:36]([F:37])([F:38])[F:39])[cH:32][cH:33][cH:34][cH:35]4)=[O:40])[CH2:27][CH2:28]3)=[O:41])[cH:42][cH:43]2)[cH:44][cH:45]1.[CH3:48][OH:49].[H:46][H:47]>>[OH:8][c:9]1[cH:10][cH:11][c:12]([O:13][c:14]2[cH:15][cH:16][c:17]([C:18](=[O:19])[NH:20][CH2:21][C:22]([N:23]3[CH2:24][CH2:25][N:26]([C:29]([c:30]4[c:31]([C:36]([F:37])([F:38])[F:39])[cH:32][cH:33][cH:34][cH:35]4)=[O:40])[CH2:27][CH2:28]3)=[O:41])[cH:42][cH:43]2)[cH:44][cH:45]1. Reaction SMILES: [Br:1][c:2]1[cH:3][c:4]2[n:5][cH:6][cH:7][n:8][c:9]2[cH:10][cH:11]1.[CH2:14]([CH2:15][CH2:27][CH3:28])[C:16]([Sn:17])=[C:18]([CH2:19][CH2:20][CH2:21][CH3:22])[CH2:23][CH2:24][CH2:25][CH3:26].[CH3:29][c:30]1[cH:31][cH:32][cH:33][cH:34][cH:35]1.[Cl-:13].[Li+:12]>>[c:2]1([CH:14]=[CH2:15])[cH:3][c:4]2[n:5][cH:6][cH:7][n:8][c:9]2[cH:10][cH:11]1. The reactants are Brc1ccc2nccnc2c1, CCCCC([Sn])=C(CCCC)CCCC, Cc1ccccc1, [Cl-], [Li+]. The product is C=Cc1ccc2nccnc2c1. Reactants: ClCCl, CS(C)=O, CCC(CO)Nc1cc(C)nc(Oc2c(C)cc(Cl)cc2C)c1C(N)=O. Yields the product CCC(C=O)Nc1cc(C)nc(Oc2c(C)cc(Cl)cc2C)c1C(N)=O. As a reaction SMILES: [CH2:27]([Cl:28])[Cl:29].[CH3:30][S:31]([CH3:32])=[O:33].[Cl:1][c:2]1[cH:3][c:4]([CH3:26])[c:5]([O:6][c:7]2[c:8]([C:9](=[O:10])[NH2:11])[c:12]([NH:17][CH:18]([CH2:19][CH3:20])[CH2:21][OH:22])[cH:13][c:14]([CH3:16])[n:15]2)[c:23]([CH3:25])[cH:24]1>>[Cl:1][c:2]1[cH:3][c:4]([CH3:26])[c:5]([O:6][c:7]2[c:8]([C:9](=[O:10])[NH2:11])[c:12]([NH:17][CH:18]([CH2:19][CH3:20])[CH:21]=[O:22])[cH:13][c:14]([CH3:16])[n:15]2)[c:23]([CH3:25])[cH:24]1. Reactants: COC(=O)CCCCCC(c1ccc(F)cc1)c1c2c(c(C)c(C)c1OC)CCCC2, O=[Cr](=O)([O-])Cl, c1ccccc1, c1cc[nH+]cc1. The product is COC(=O)CCCCCC(c1ccc(F)cc1)c1c2c(c(C)c(C)c1OC)C(=O)CCC2. As a reaction SMILES: [F:1][c:2]1[cH:3][cH:4][c:5]([CH:8]([CH2:9][CH2:10][CH2:11][CH2:12][CH2:13][C:14](=[O:15])[O:16][CH3:17])[c:18]2[c:19]([O:30][CH3:31])[c:20]([CH3:29])[c:21]([CH3:28])[c:22]3[c:27]2[CH2:26][CH2:25][CH2:24][CH2:23]3)[cH:6][cH:7]1.[O:32]=[Cr:33]([Cl:34])([O-:35])=[O:36].[cH:43]1[cH:44][cH:45][cH:46][cH:47][cH:48]1.[nH+:37]1[cH:38][cH:39][cH:40][cH:41][cH:42]1>>[F:1][c:2]1[cH:3][cH:4][c:5]([CH:8]([CH2:9][CH2:10][CH2:11][CH2:12][CH2:13][C:14](=[O:15])[O:16][CH3:17])[c:18]2[c:19]([O:30][CH3:31])[c:20]([CH3:29])[c:21]([CH3:28])[c:22]3[c:27]2[CH2:26][CH2:25][CH2:24][C:23]3=[O:32])[cH:6][cH:7]1. Starting materials: ClC1=C(OC=2C=C(C=CC2)O)C=C(C(=C1)F)N1C(N(C(=CC1=O)C(F)(F)F)C)=O (3-{2-chloro-4-fluoro-5-[3-methyl-2,6-dioxo-4-(trifluoromethyl)-1,2,3,6-tetrahydropyrimidin-1-yl]phenoxy}phenol), ice water, C([O-])([O-])=O.[K+].[K+] (potassium carbonate), BrCC(=O)OC (methyl bromoacetate). Solvent: CN(C=O)C (N,N-dimethylformamide). The product is ClC1=C(OC=2C=C(OCC(=O)OC)C=CC2)C=C(C(=C1)F)N1C(N(C(=CC1=O)C(F)(F)F)C)=O (methyl [3-{2-chloro-4-fluoro-5-[3-methyl-2,6-dioxo-4-(trifluoromethyl)-1,2,3,6-tetrahydropyrimidin-1-yl]phenoxy}phenoxy]acetate). Isolated yield 94.2%. Reaction SMILES: [Cl:1][C:2]1[CH:15]=[C:14]([F:16])[C:13]([N:17]2[C:22](=[O:23])[CH:21]=[C:20]([C:24]([F:27])([F:26])[F:25])[N:19]([CH3:28])[C:18]2=[O:29])=[CH:12][C:3]=1[O:4][C:5]1[CH:6]=[C:7]([OH:11])[CH:8]=[CH:9][CH:10]=1.C(=O)([O-])[O-].[K+].[K+].Br[CH2:37][C:38]([O:40][CH3:41])=[O:39]>CN(C)C=O>[Cl:1][C:2]1[CH:15]=[C:14]([F:16])[C:13]([N:17]2[C:22](=[O:23])[CH:21]=[C:20]([C:24]([F:25])([F:26])[F:27])[N:19]([CH3:28])[C:18]2=[O:29])=[CH:12][C:3]=1[O:4][C:5]1[CH:6]=[C:7]([CH:8]=[CH:9][CH:10]=1)[O:11][CH2:37][C:38]([O:40][CH3:41])=[O:39] |f:1.2.3|. Procedure details: 100 mg of 3-{2-chloro-4-fluoro-5-[3-methyl-2,6-dioxo-4-(trifluoromethyl)-1,2,3,6-tetrahydropyrimidin-1-yl]phenoxy}phenol (described later, produced in Intermediate Production Example 2) was dissolved in 1 ml of N,N-dimethylformamide, and to this was added 34 mg of anhydrous potassium carbonate, and 37 mg of methyl bromoacetate was added with stirring at room temperature, then, the mixtures was stirred for 1 hours at 60° C. The reaction solution was cooled to room temperature, then, the reaction ... The reactants are ClCCl, CS(=O)(=O)CCCO, CCOC(=O)N=NC(=O)OCC, COCCSc1ncnc2cc(O)ccc12, c1ccc(P(c2ccccc2)c2ccccc2)cc1. The product is COCCSc1ncnc2cc(OCCCS(C)(=O)=O)ccc12. RXN SMILES: [CH2:56]([Cl:57])[Cl:58].[CH3:36][S:37](=[O:38])(=[O:39])[CH2:40][CH2:41][CH2:42][OH:43].[O:44]=[C:45]([O:46][CH2:47][CH3:48])[N:49]=[N:50][C:51]([O:52][CH2:53][CH3:54])=[O:55].[OH:1][c:2]1[cH:3][cH:4][c:5]2[c:6]([S:12][CH2:13][CH2:14][O:15][CH3:16])[n:7][cH:8][n:9][c:10]2[cH:11]1.[c:17]1([P:18]([c:19]2[cH:20][cH:21][cH:22][cH:23][cH:24]2)[c:25]2[cH:26][cH:27][cH:28][cH:29][cH:30]2)[cH:31][cH:32][cH:33][cH:34][cH:35]1>>[O:1]([c:2]1[cH:3][cH:4][c:5]2[c:6]([S:12][CH2:13][CH2:14][O:15][CH3:16])[n:7][cH:8][n:9][c:10]2[cH:11]1)[CH2:42][CH2:41][CH2:40][S:37]([CH3:36])(=[O:38])=[O:39].